Task: describe an organic reaction: reactants, conditions, products, and yield. Dataset: the Open Reaction Database (ORD), a public repository of structured organic reaction records The reactants are C1=C(C=CC=2OC3=C(C21)C=CC=C3)S(=O)(=O)Cl (2-dibenzofuransulfonyl chloride), ClC=1C(=C(OC2=CC=C(C=C2)S(=O)(=O)Cl)C=CC1)C#N (4-(3-Chloro-2-cyano-phenoxy)-phenyl sulfonyl chloride), C(=O)(OCC1=CC=CC=C1)N[C@@H](CCC(C)C)C(=O)O (Cbz-homo-leucine), C(=O)(OCC1=CC=CC=C1)N[C@@H](CC(C)C)C(=O)O (Cbz-leucine). Yields the product C(=O)(OCC1=CC=CC=C1)N[C@@H](CCC(C)C)C(=O)C(C(CNS(=O)(=O)C1=CC2=C(OC3=C2C=CC=C3)C=C1)=O)N (1-(Cbz-homo-leucinyl)-amino-3-(2-dibenzofuransulfonamido)-propan-2-one). RXN SMILES: [CH:1]1[C:9]2[C:8]3[CH:10]=[CH:11][CH:12]=[CH:13][C:7]=3[O:6][C:5]=2[CH:4]=[CH:3][C:2]=1[S:14](Cl)(=[O:16])=[O:15].ClC1C([C:36]#[N:37])=C(C=CC=1)OC1C=CC(S(Cl)(=O)=O)=CC=1.[C:38]([NH:48][C@H:49]([C:55]([OH:57])=O)[CH2:50][CH2:51][CH:52]([CH3:54])[CH3:53])([O:40][CH2:41][C:42]1[CH:47]=[CH:46][CH:45]=[CH:44][CH:43]=1)=[O:39].C([NH:68][C@H:69]([C:74]([OH:76])=O)CC(C)C)(OCC1C=CC=CC=1)=O>>[C:38]([NH:48][C@H:49]([C:55]([CH:69]([NH2:68])[C:74](=[O:76])[CH2:36][NH:37][S:14]([C:2]1[CH:3]=[CH:4][C:5]2[O:6][C:7]3[CH:13]=[CH:12][CH:11]=[CH:10][C:8]=3[C:9]=2[CH:1]=1)(=[O:16])=[O:15])=[O:57])[CH2:50][CH2:51][CH:52]([CH3:53])[CH3:54])([O:40][CH2:41][C:42]1[CH:43]=[CH:44][CH:45]=[CH:46][CH:47]=1)=[O:39]. Procedure details: Following the procedure of Example 51, except 2-dibenzofuransulfonyl chloride for 4-(3-Chloro-2-cyano-phenoxy)-phenyl sulfonyl chloride and Cbz-homo-leucine for Cbz-leucine, the title compound was prepared: MS(ES) M+Na+=602. Starting materials: BrC=1SC=CC1C (2-bromo-3-methylthiophene), CN(C)C=O (DMF), C(C)NCC (diethylamine), [Li]CCCC (n-BuLi), CCCCCC (hexane). The solvent is C1CCOC1 (THF), C1CCOC1 (THF). Conditions: temperature -40 celsius, time 30 minute. Product: BrC1=C(C=C(S1)C=O)C.CC1(C(NC2=CC=C(C=C12)C1=C(C=C(S1)C#N)C)=O)C (5-(3,3-Dimethyl-2-oxo-2,3-dihydro-1H-indol-5-yl)-4-methyl thiophene-2-carbonitrile 5-Bromo-4-methyl-2-thiophene carboxaldehyde), solid. The yield is 88.3%. Reaction SMILES: C([NH:3][CH2:4][CH3:5])C.[Li][CH2:7][CH2:8][CH2:9]C.[Br:11][C:12]1[S:13][CH:14]=[CH:15][C:16]=1[CH3:17].C[N:19]([CH:21]=[O:22])C.[CH3:23][CH2:24][CH2:25][CH2:26][CH2:27][CH3:28]>C1COCC1>[Br:11][C:12]1[S:13][C:14]([CH:21]=[O:22])=[CH:15][C:16]=1[CH3:17].[CH3:7][C:8]1([CH3:9])[C:24]2[C:25](=[CH:26][CH:27]=[C:28]([C:12]3[S:13][C:5]([C:4]#[N:3])=[CH:15][C:16]=3[CH3:17])[CH:23]=2)[NH:19][C:21]1=[O:22] |f:6.7|. Procedure details: To a solution of diethylamine (28 g, 0.383 mol) in anhydrous THF (400 mL) was added at −40° C. under nitrogen a solution of n-BuLi (2.5 M, 153 mL, 0.383 mol) in hexane. After addition, the solution was stirred at −40° C. under nitrogen for 30 minutes, cooled to −78° C. and treated dropwise with a solution of 2-bromo-3-methylthiophene (45 g, 0.254 mol) in anhydrous THF (450 mL). The reaction solution was stirred at −78° C. for 30 minutes and treated with anhydrous DMF (100 mL). The mixture was al... The reactants are [Br-], COc1ccccc1C1=NC(C)(C)CO1, C1CCOC1, [Mg+]CCCCCCCCc1ccccc1. Yields the product CC1(C)COC(c2ccccc2CCCCCCCCc2ccccc2)=N1. RXN SMILES: [Br-:1].[CH3:17][O:18][c:19]1[c:20]([C:25]2=[N:29][C:28]([CH3:30])([CH3:31])[CH2:27][O:26]2)[cH:21][cH:22][cH:23][cH:24]1.[O:32]1[CH2:33][CH2:34][CH2:35][CH2:36]1.[c:2]1([CH2:8][CH2:9][CH2:10][CH2:11][CH2:12][CH2:13][CH2:14][CH2:15][Mg+:16])[cH:3][cH:4][cH:5][cH:6][cH:7]1>>[c:2]1([CH2:8][CH2:9][CH2:10][CH2:11][CH2:12][CH2:13][CH2:14][CH2:15][c:19]2[c:20]([C:25]3=[N:29][C:28]([CH3:30])([CH3:31])[CH2:27][O:26]3)[cH:21][cH:22][cH:23][cH:24]2)[cH:3][cH:4][cH:5][cH:6][cH:7]1. Starting materials: [F-].[K+] (potassium fluoride), C(C)O (ethanol), S(=O)(=O)(OC(C(C(F)(F)F)(I)F)(F)F)F (2-iodo-hexafluoropropyl fluorosulfate). The solvent is O (water). Conditions: temperature 70 celsius. The product is IC(C(=O)OCC)(C(F)(F)F)F (ethyl 2-iodotetrafluoropropionate). Yield: 56.0%. Reaction SMILES: [F-].[K+].[CH2:3]([OH:5])[CH3:4].S(F)([O:9][C:10](F)(F)[C:11]([F:17])([I:16])[C:12]([F:15])([F:14])[F:13])(=O)=O>O>[I:16][C:11]([F:17])([C:12]([F:15])([F:14])[F:13])[C:10]([O:5][CH2:3][CH3:4])=[O:9] |f:0.1|. Reported procedure: A 500 mL flask was charged with potassium fluoride (17.5 g, 0.31 mol) and absolute ethanol (110 mL), and was cooled in an ice-water bath. 2-iodo-hexafluoropropyl fluorosulfate (112.8 g, 0.3 mol) was added slowly. The reaction was exothermic and the reaction temperature was controlled at 20°-25° C. After addition was complete, the reaction mixture was heated at 70° C. for 4 hr and then poured into cold water. The bottom organic layer was separated, washed with saturated NaCl aqueous solution and ... Starting materials: Cc1nn(-c2ccccc2)c(C)c1C(=O)O, CC#N, CCOC(C)=O, CCN(C(C)C)C(C)C, COc1cc(C(C)C)c2c(c1)S(=O)(=O)N(CCl)C2=O. Yields the product COc1cc(C(C)C)c2c(c1)S(=O)(=O)N(COC(=O)c1c(C)nn(-c3ccccc3)c1C)C2=O. As a reaction SMILES: [CH3:13][c:14]1[n:15][n:16](-[c:23]2[cH:24][cH:25][cH:26][cH:27][cH:28]2)[c:17]([CH3:22])[c:18]1[C:19](=[O:20])[OH:21].[CH3:1][C:2]#[N:3].[CH3:48][CH2:49][O:50][C:51](=[O:52])[CH3:53].[CH:4]([N:5]([CH2:6][CH3:7])[CH:8]([CH3:9])[CH3:10])([CH3:11])[CH3:12].[Cl:29][CH2:30][N:31]1[S:32](=[O:33])(=[O:34])[c:35]2[cH:36][c:37]([O:46][CH3:47])[cH:38][c:39]([CH:43]([CH3:44])[CH3:45])[c:40]2[C:41]1=[O:42]>>[CH3:13][c:14]1[n:15][n:16](-[c:23]2[cH:24][cH:25][cH:26][cH:27][cH:28]2)[c:17]([CH3:22])[c:18]1[C:19](=[O:20])[O:21][CH2:30][N:31]1[S:32](=[O:33])(=[O:34])[c:35]2[cH:36][c:37]([O:46][CH3:47])[cH:38][c:39]([CH:43]([CH3:44])[CH3:45])[c:40]2[C:41]1=[O:42]. The reactants are C (charcoal), NC1=NC=C(C(=N1)N)CC1=CC(=C(C2=C1C=CCO2)OC)OC (2,4-diamino-5-(7,8-dimethoxy-2H-1-benzopyran-5-ylmethyl)pyrimidine), O.C(CC(O)(C(=O)O)CC(=O)O)(=O)O (citric acid monohydrate). Run in CO (methanol), CO (methanol). The product is C(CC(O)(C(=O)O)CC(=O)O)(=O)O.NC1=NC=C(C(=N1)N)CC1=CC(=C(C2=C1C=CCO2)OC)OC (2,4-Diamino-5-(7,8-dimethoxy-2H-1-benzopyran-5-ylmethyl)pyrimidine Citrate). Yield: 99.5%. As a reaction SMILES: [NH2:1][C:2]1[N:7]=[C:6]([NH2:8])[C:5]([CH2:9][C:10]2[C:15]3[CH:16]=[CH:17][CH2:18][O:19][C:14]=3[C:13]([O:20][CH3:21])=[C:12]([O:22][CH3:23])[CH:11]=2)=[CH:4][N:3]=1.O.[C:25]([OH:37])(=[O:36])[CH2:26][C:27]([CH2:32][C:33]([OH:35])=[O:34])([C:29]([OH:31])=[O:30])[OH:28].C>CO>[C:25]([OH:37])(=[O:36])[CH2:26][C:27]([CH2:32][C:33]([OH:35])=[O:34])([C:29]([OH:31])=[O:30])[OH:28].[NH2:1][C:2]1[N:7]=[C:6]([NH2:8])[C:5]([CH2:9][C:10]2[C:15]3[CH:16]=[CH:17][CH2:18][O:19][C:14]=3[C:13]([O:20][CH3:21])=[C:12]([O:22][CH3:23])[CH:11]=2)=[CH:4][N:3]=1 |f:1.2,5.6|. Reported procedure: To 2,4-diamino-5-(7,8-dimethoxy-2H-1-benzopyran-5-ylmethyl)pyrimidine (5.00 g, 15.9 mmol) in 450 mL of boiling methanol was added a solution of citric acid monohydrate (3.34 g, 15.9 mmol) in 50 mL of methanol. The solution was treated with charcoal, filtered, and evaporated to dryness. Further drying at 40° C. in a vacuum oven gave 8.01 g (99.5%) of the title compound. Karl Fisher analysis: 5.3% H2O. Anal. Calcd for C16H18N4O3.C6H8O7.1.5H2O: C, 49.53; H, 5.48; N, 10.50. Found: C, 49.54; H, 5.49;... The reactants are O=C(CC#N)CC1=C(C=C(C=C1C)C)C (3-Oxo-4-(2,4,6-trimethyl-phenyl)-butyronitrile), NN (hydrazine). The solvent is CCO (EtOH). Yields the product CC1=C(CC=2C=C(NN2)N)C(=CC(=C1)C)C (5-(2,4,6-trimethyl-benzyl)-2H-pyrazol-3-ylamine). Reaction SMILES: O=[C:2]([CH2:6][C:7]1[C:12]([CH3:13])=[CH:11][C:10]([CH3:14])=[CH:9][C:8]=1[CH3:15])[CH2:3][C:4]#[N:5].[NH2:16][NH2:17]>CCO>[CH3:15][C:8]1[CH:9]=[C:10]([CH3:14])[CH:11]=[C:12]([CH3:13])[C:7]=1[CH2:6][C:2]1[CH:3]=[C:4]([NH2:5])[NH:16][N:17]=1. Procedure: 3-Oxo-4-(2,4,6-trimethyl-phenyl)-butyronitrile (1.37 gms.) is then suspended in 20 mL of anhydrous EtOH. This suspension is treated with 0.428 mL of anhydrous hydrazine, and subsequently is heated to refluxing temperature overnight. The reaction mixture is cooled to room temperature and evaporated to dryness in vacuo to yield 1.73 gms. of a yellow oil. This oil is then triturated with warm ethyl acetate for 45 min. to provide a yellow-white precipitate. Collection of this precipitate by filtrati...